This data is from the Open Reaction Database (ORD), a public repository of structured organic reaction records. The task is: describe an organic reaction: reactants, conditions, products, and yield Reactants: C(C1=CC=CC=C1)OC1C(OC(C(C1OCC1=CC=CC=C1)OCC1=CC=CC=C1)COCC1=CC=CC=C1)=O (3,4,5-trisbenzyloxy-6-benzyloxymethyl-tetrahydropyran-2-one), [Cl-].[NH4+] (ammonium chloride), CCCCCC.C(CCC)[Li] (n-butyllithium hexane), BrC1=CC(=CC2=CC=CC=C12)CC1=CC2=C(S1)C=CC(=C2)F (2-(4-bromonaphthalen-2-yl-methyl)-5-fluorobenzo[b]thiophene). Solvent: C1CCOC1 (THF), C1CCOC1 (THF). Reaction conditions: time 10 minute. Yields the product C(C1=CC=CC=C1)O[C@H]1C(O[C@@H]([C@@H]([C@@H]1OCC1=CC=CC=C1)OCC1=CC=CC=C1)COCC1=CC=CC=C1)(O)C1=CC(=CC2=CC=CC=C12)CC1=CC2=C(S1)C=CC(=C2)F ((3R,4S,5S,6R)-3,4,5-Trisbenzyloxy-6-benzyloxymethyl-2-[3-(5-fluorobenzo[b]thiophen-2-ylmethyl)naphthalen-1-yl]tetrahydropyran-2-ol). Yield: 65.7%. RXN SMILES: CCCCCC.C([Li])CCC.Br[C:13]1[C:22]2[C:17](=[CH:18][CH:19]=[CH:20][CH:21]=2)[CH:16]=[C:15]([CH2:23][C:24]2[S:28][C:27]3[CH:29]=[CH:30][C:31]([F:33])=[CH:32][C:26]=3[CH:25]=2)[CH:14]=1.[CH2:34]([O:41][CH:42]1[CH:47]([O:48][CH2:49][C:50]2[CH:55]=[CH:54][CH:53]=[CH:52][CH:51]=2)[CH:46]([O:56][CH2:57][C:58]2[CH:63]=[CH:62][CH:61]=[CH:60][CH:59]=2)[CH:45]([CH2:64][O:65][CH2:66][C:67]2[CH:72]=[CH:71][CH:70]=[CH:69][CH:68]=2)[O:44][C:43]1=[O:73])[C:35]1[CH:40]=[CH:39][CH:38]=[CH:37][CH:36]=1.[Cl-].[NH4+]>C1COCC1>[CH2:34]([O:41][C@@H:42]1[C@@H:47]([O:48][CH2:49][C:50]2[CH:55]=[CH:54][CH:53]=[CH:52][CH:51]=2)[C@@H:46]([O:56][CH2:57][C:58]2[CH:59]=[CH:60][CH:61]=[CH:62][CH:63]=2)[C@@H:45]([CH2:64][O:65][CH2:66][C:67]2[CH:68]=[CH:69][CH:70]=[CH:71][CH:72]=2)[O:44][C:43]1([C:13]1[C:22]2[C:17](=[CH:18][CH:19]=[CH:20][CH:21]=2)[CH:16]=[C:15]([CH2:23][C:24]2[S:28][C:27]3[CH:29]=[CH:30][C:31]([F:33])=[CH:32][C:26]=3[CH:25]=2)[CH:14]=1)[OH:73])[C:35]1[CH:40]=[CH:39][CH:38]=[CH:37][CH:36]=1 |f:0.1,4.5|. Reported procedure: In a nitrogen stream, an n-butyllithium hexane solution (1.6 M, 0.97 ml, 1.55 mmol) was added dropwise to a solution of 2-(4-bromonaphthalen-2-yl-methyl)-5-fluorobenzo[b]thiophene (520 mg, 1.41 mmol) in THF (15 ml) at −78° C. and the reaction mixture was stirred at the same temperature for 10 minutes. To this solution, a solution of 3,4,5-trisbenzyloxy-6-benzyloxymethyl-tetrahydropyran-2-one (835 mg, 1.55 mmol) in THF (3 ml) was added dropwise. The mixture was stirred at −78° C. for one hour, an... The reactants are [Cl-].[Cl-].[Cl-].[Al+3] (aluminium trichloride), ice, ice, FC1=C(C=CC=C1)F (1,2-difluorobenzene), FC(C(=O)N[C@H]1CC(=O)OC1=O)(F)F ((S)-N-trifluoroacetylaspartic anhydride). Run in ClCCl (dichloromethane). Reaction conditions: time 5 hour. Yields the product FC(C(=O)N[C@H](C(=O)O)CC(C1=CC(=C(C=C1)F)F)=O)(F)F ((S)-N-trifluoroacetyl-2-amino-4-oxo-4-(3',4'-difluorophenyl) Butanoic Acid). The yield is 45.6%. RXN SMILES: [F:1][C:2]1[CH:7]=[CH:6][CH:5]=[CH:4][C:3]=1[F:8].[F:9][C:10]([F:22])([F:21])[C:11]([NH:13][C@@H:14]1[C:19](=[O:20])[O:18][C:16](=[O:17])[CH2:15]1)=[O:12].[Cl-].[Cl-].[Cl-].[Al+3]>ClCCl>[F:9][C:10]([F:21])([F:22])[C:11]([NH:13][C@@H:14]([CH2:15][C:16](=[O:17])[C:5]1[CH:6]=[CH:7][C:2]([F:1])=[C:3]([F:8])[CH:4]=1)[C:19]([OH:20])=[O:18])=[O:12] |f:2.3.4.5|. Procedure details: To an ice-cooled solution of 1,2-difluorobenzene (25 ml; 0.256 mol) in dry dichloromethane (170 ml), (S)-N-trifluoroacetylaspartic anhydride (12 g.; 0.054 mol) was added in one portion. To the resulting solution, anhydrous aluminium trichloride (21.5 g; 0.16 mol.) was slowly added portionwise, under vigorous stirring and dry nitrogen atmosphere, maintaining the temperature below 10° C. The so obtained deep-yellow suspension was stirred at room temperature for 3 hrs. and then at 50° C. for 5 hrs.... Starting materials: [Br-], [Br-], [Br-], CCCC[N+](CCCC)(CCCC)CCCC, CCCC[N+](CCCC)(CCCC)CCCC, CCCC[N+](CCCC)(CCCC)CCCC, CC(C)c1cccc(C(C)C)c1N, [Na+], [Na+], C1CCOC1, O=S([O-])([O-])=S. Yields the product CC(C)c1cc(Br)cc(C(C)C)c1N. RXN SMILES: [Br-:1].[Br-:2].[Br-:3].[CH2:21]([N+:22]([CH2:23][CH2:24][CH2:25][CH3:26])([CH2:27][CH2:28][CH2:29][CH3:30])[CH2:31][CH2:32][CH2:33][CH3:34])[CH2:35][CH2:36][CH3:37].[CH2:38]([N+:39]([CH2:40][CH2:41][CH2:42][CH3:43])([CH2:44][CH2:45][CH2:46][CH3:47])[CH2:48][CH2:49][CH2:50][CH3:51])[CH2:52][CH2:53][CH3:54].[CH2:4]([N+:5]([CH2:6][CH2:7][CH2:8][CH3:9])([CH2:10][CH2:11][CH2:12][CH3:13])[CH2:14][CH2:15][CH2:16][CH3:17])[CH2:18][CH2:19][CH3:20].[CH:55]([CH3:56])([CH3:57])[c:58]1[c:59]([NH2:67])[c:60]([CH:64]([CH3:65])[CH3:66])[cH:61][cH:62][cH:63]1.[Na+:73].[Na+:74].[O:75]1[CH2:76][CH2:77][CH2:78][CH2:79]1.[S:68]([O-:69])([O-:70])(=[O:71])=[S:72]>>[Br:1][c:62]1[cH:61][c:60]([CH:64]([CH3:65])[CH3:66])[c:59]([NH2:67])[c:58]([CH:55]([CH3:56])[CH3:57])[cH:63]1. The reactants are C[O-].[Na+] (sodium methanolate), C(C)(=O)OCC1OC(C(C(C1OC(C)=O)OC(C)=O)OC(C)=O)OC1=C(SC=C1)C(NCC1=CC=CC=C1)=O (3,4,5-triacetoxy-6-(2-benzylcarbamoyl-thiophen-3-yloxy)-tetrahydro-pyran-2-ylmethyl acetate), Cl (HCl). The solvent is CO (methanol). Conditions: temperature 22 celsius, time 2 hour. The product is C(C1=CC=CC=C1)NC(=O)C=1SC=CC1OC1OC(C(C(C1O)O)O)CO (N-Benzyl-3-(3,4,5-trihydroxy-6-hydroxymethyl-tetrahydro-pyran-2-yloxy)-thiophene-2-carboxamide). As a reaction SMILES: C([O:4][CH2:5][CH:6]1[CH:11]([O:12]C(=O)C)[CH:10]([O:16]C(=O)C)[CH:9]([O:20]C(=O)C)[CH:8]([O:24][C:25]2[CH:29]=[CH:28][S:27][C:26]=2[C:30](=[O:39])[NH:31][CH2:32][C:33]2[CH:38]=[CH:37][CH:36]=[CH:35][CH:34]=2)[O:7]1)(=O)C.C[O-].[Na+].Cl>CO>[CH2:32]([NH:31][C:30]([C:26]1[S:27][CH:28]=[CH:29][C:25]=1[O:24][CH:8]1[CH:9]([OH:20])[CH:10]([OH:16])[CH:11]([OH:12])[CH:6]([CH2:5][OH:4])[O:7]1)=[O:39])[C:33]1[CH:34]=[CH:35][CH:36]=[CH:37][CH:38]=1 |f:1.2|. Procedure details: 600 mg of 3,4,5-triacetoxy-6-(2-benzylcarbamoyl-thiophen-3-yloxy)-tetrahydro-pyran-2-ylmethyl acetate were dissolved in 40 ml of methanol, and 1.40 ml of a 30% strength methanolic sodium methanolate solution were added. The reaction mixture was stirred at 22° C. for 2 h, neutralized with 0.5 molar methanolic HCl solution and concentrated. The crude product was purified by column chromatography (SiO2, ethyl actate/methanol=10:1).